describe an organic reaction: reactants, conditions, products, and yield From a dataset of the Open Reaction Database (ORD), a public repository of structured organic reaction records. The reactants are OC(C(=O)O)CCCCCCCCCCCCCC (2-hydroxyhexadecanoic acid), [Cl-].C(C1=CC=CC=C1)OC(\C=C\[C@H](CCCC)[NH3+])=O ((E,4S)-1-(benzyloxy)-1-oxooct-2-en-4-aminium chloride), C=1C=CC2=C(C1)N=NN2O (HOBt). Solvent: C(Cl)Cl (CH2Cl2), CCN(CC)CC (Et3N). Reaction conditions: temperature 0 celsius, time 1 day. Product: OC(C(=O)N[C@H](/C=C/C(=O)OCC1=CC=CC=C1)CCCC)CCCCCCCCCC (Benzyl(E,4S)-4-[(2-hydroxydodecanoyl)amino]oct-2-enoate). RXN SMILES: [OH:1][CH:2]([CH2:6][CH2:7][CH2:8][CH2:9][CH2:10][CH2:11][CH2:12][CH2:13][CH2:14][CH2:15]CCCC)[C:3]([OH:5])=O.[Cl-].[CH2:21]([O:28][C:29](=[O:38])/[CH:30]=[CH:31]/[C@@H:32]([NH3+:37])[CH2:33][CH2:34][CH2:35][CH3:36])[C:22]1[CH:27]=[CH:26][CH:25]=[CH:24][CH:23]=1.C1C=CC2N(O)N=NC=2C=1>C(Cl)Cl.CCN(CC)CC>[OH:1][CH:2]([CH2:6][CH2:7][CH2:8][CH2:9][CH2:10][CH2:11][CH2:12][CH2:13][CH2:14][CH3:15])[C:3]([NH:37][C@@H:32]([CH2:33][CH2:34][CH2:35][CH3:36])/[CH:31]=[CH:30]/[C:29]([O:28][CH2:21][C:22]1[CH:23]=[CH:24][CH:25]=[CH:26][CH:27]=1)=[O:38])=[O:5] |f:1.2|. Procedure: To a stirred solution of 2-hydroxyhexadecanoic acid (0.54 g, 2.0 mmol) and (E,4S)-1-(benzyloxy)-1-oxooct-2-en-4-aminium chloride (0.28 g, 1.0 mmol) in CH2Cl2 (5 mL), Et3N (0.3 mL) and subsequently WSCI (0.57 g, 3.0 mmol) and HOBt (0.32 g, 2.0 mmol) were added at 0° C. The reaction mixture was stirred for 1 h at 0° C. and at room temperature for 1 day. The organic layer was washed with brine, dried over Na2SO4 and evaporated under reduced pressure. The residue was purified by column chromatograph... Starting materials: CCOC(C)=O, CCOC(=O)c1ccccc1Oc1ccc2nc(NC(=O)C3CC3)cn2n1, Cl, [Na+], C1CCOC1, [OH-]. The product is O=C(O)c1ccccc1Oc1ccc2nc(NC(=O)C3CC3)cn2n1. RXN SMILES: [CH3:31][CH2:32][O:33][C:34](=[O:35])[CH3:36].[CH:1]1([C:4](=[O:5])[NH:6][c:7]2[n:8][c:9]3[n:10]([n:11][c:12]([O:15][c:16]4[c:17]([C:18](=[O:19])[O:20][CH2:21][CH3:22])[cH:23][cH:24][cH:25][cH:26]4)[cH:13][cH:14]3)[cH:27]2)[CH2:2][CH2:3]1.[ClH:30].[Na+:29].[O:37]1[CH2:38][CH2:39][CH2:40][CH2:41]1.[OH-:28]>>[CH:1]1([C:4](=[O:5])[NH:6][c:7]2[n:8][c:9]3[n:10]([n:11][c:12]([O:15][c:16]4[c:17]([C:18](=[O:19])[OH:20])[cH:23][cH:24][cH:25][cH:26]4)[cH:13][cH:14]3)[cH:27]2)[CH2:2][CH2:3]1.